describe an organic reaction: reactants, conditions, products, and yield From a dataset of the Open Reaction Database (ORD), a public repository of structured organic reaction records. Reactants: C(C)(C)(C)C=1C=C(NC2=CC=C(C(=O)O)C=C2)C=C(C1O)C(C)(C)C (4-(3,5-di-tertiary-butyl-4-hydroxyanilino)benzoic acid), CN(C=O)C (N,N-dimethylformamide), O (water). Solvent: CI (methyl iodide). Product: C(C)(C)(C)C=1C=C(N(C)C2=CC=C(C(=O)O)C=C2)C=C(C1O)C(C)(C)C (4-(3,5-di-tertiary-butyl-4-hydroxy-N-methylanilino)benzoic acid). Reaction SMILES: [C:1]([C:5]1[CH:6]=[C:7]([CH:18]=[C:19]([C:22]([CH3:25])([CH3:24])[CH3:23])[C:20]=1[OH:21])[NH:8][C:9]1[CH:17]=[CH:16][C:12]([C:13]([OH:15])=[O:14])=[CH:11][CH:10]=1)([CH3:4])([CH3:3])[CH3:2].O.[CH3:27]N(C)C=O>CI>[C:22]([C:19]1[CH:18]=[C:7]([CH:6]=[C:5]([C:1]([CH3:4])([CH3:3])[CH3:2])[C:20]=1[OH:21])[N:8]([C:9]1[CH:10]=[CH:11][C:12]([C:13]([OH:15])=[O:14])=[CH:16][CH:17]=1)[CH3:27])([CH3:25])([CH3:24])[CH3:23]. Procedure details: A solution of 3.4 g (0.010 mole) of 4-(3,5-di-tertiary-butyl-4-hydroxyanilino)benzoic acid (prepared in Example 1) in 35 ml of N,N-dimethylformamide and 3.5 ml of methyl iodide was heated at 95° C. for about 48 hours under nitrogen. The reaction mixture was poured into cold water and the resulting solid was collected and then taken up in chloroform. The chloroform solution was filtered, washed with water, dried with magnesium sulfate and evaporated to give a tan solid. This material was recrysta... Starting materials: O=C([O-])[O-], CCOC(C)=O, CC#N, CN(C)C(=O)c1cnc(Cl)cn1, COC(=O)c1cc(O)cc(OC(C)COC(F)F)c1, [K+], [K+]. Yields the product COC(=O)c1cc(Oc2cnc(C(=O)N(C)C)cn2)cc(OC(C)COC(F)F)c1. Reaction SMILES: [C:32](=[O:33])([O-:34])[O-:35].[CH3:38][CH2:39][O:40][C:41](=[O:42])[CH3:43].[CH3:44][C:45]#[N:46].[Cl:20][c:21]1[n:22][cH:23][c:24]([C:27](=[O:28])[N:29]([CH3:30])[CH3:31])[n:25][cH:26]1.[F:1][CH:2]([O:3][CH2:4][CH:5]([CH3:6])[O:7][c:8]1[cH:9][c:10]([C:11](=[O:12])[O:13][CH3:14])[cH:15][c:16]([OH:18])[cH:17]1)[F:19].[K+:36].[K+:37]>>[F:1][CH:2]([O:3][CH2:4][CH:5]([CH3:6])[O:7][c:8]1[cH:9][c:10]([C:11](=[O:12])[O:13][CH3:14])[cH:15][c:16]([O:18][c:21]2[n:22][cH:23][c:24]([C:27](=[O:28])[N:29]([CH3:30])[CH3:31])[n:25][cH:26]2)[cH:17]1)[F:19]. Yields the product C(C1=CC=CC=C1)(=O)Cl (Benzoyl Chloride). As a reaction SMILES: [Cl:1][C:2](Cl)(Cl)[C:3]1[CH:8]=[CH:7][CH:6]=[CH:5][CH:4]=1.ClCCCl.[OH2:15]>>[C:2]([Cl:1])(=[O:15])[C:3]1[CH:8]=[CH:7][CH:6]=[CH:5][CH:4]=1. Starting materials: ClC(C1=CC=CC=C1)(Cl)Cl (α, α,α-Trichlorotoluene), ferric chloride, ClCCCl (1,2-dichloroethane), O (Water), O (water). Procedure details: α, α,α-Trichlorotoluene (19.6 g; 0.1M), ferric chloride (4.1 g; 0.02M) and 1,2-dichloroethane (500 ml) were stirred under reflux under heavier than water Dean and Stark apparatus. Water (1.8 g) was then added to the Dean and Stark apparatus and the mixture was refluxed for 4 hours. By this time, all of the water had been consumed. The mixture was then filtered through Hyflo (Trade Mark) to remove the ferric chloride. Starting materials: O1CCNC2=C1C=CC=C2 (benzomorpholine), CS(=O)(=O)Cl (Methanesulfonyl chloride), ClC1=CC=C(CNC(=O)C2=CN(C3=CC=C(C=C3C2=O)CO)C)C=C1 (N-(4-chlorobenzyl)-6-(hydroxymethyl)-1-methyl-4-oxo-1,4-dihydro-3-quinolinecarboxamide), N1=C(C=C(C=C1C)C)C (2,4,6-collidine). Reagents/catalysts: CN(C)C=1C=CN=CC1 (DMAP). Run in C(Cl)Cl.CO (CH2Cl2 MeOH), O (water), CN(C)C=O (DMF). Reaction conditions: time 12 hour. Yields the product ClC1=CC=C(CNC(=O)C2=CN(C3=CC=C(C=C3C2=O)CN2CCOC3=C2C=CC=C3)C)C=C1 (N-(4-Chlorobenzyl)-6-(2,3-dihydro-4H-1,4-benzoxazin-4-ylmethyl)-1-methyl-4-oxo-1,4-dihydro-3-quinolinecarboxamide). Yield: 102.8%. Reaction SMILES: CS(Cl)(=O)=O.[Cl:6][C:7]1[CH:30]=[CH:29][C:10]([CH2:11][NH:12][C:13]([C:15]2[C:24](=[O:25])[C:23]3[C:18](=[CH:19][CH:20]=[C:21]([CH2:26]O)[CH:22]=3)[N:17]([CH3:28])[CH:16]=2)=[O:14])=[CH:9][CH:8]=1.N1C(C)=CC(C)=CC=1C.[O:40]1[C:45]2[CH:46]=[CH:47][CH:48]=[CH:49][C:44]=2[NH:43][CH2:42][CH2:41]1>CN(C1C=CN=CC=1)C.CN(C=O)C.C(Cl)Cl.CO.O>[Cl:6][C:7]1[CH:30]=[CH:29][C:10]([CH2:11][NH:12][C:13]([C:15]2[C:24](=[O:25])[C:23]3[C:18](=[CH:19][CH:20]=[C:21]([CH2:26][N:43]4[C:44]5[CH:49]=[CH:48][CH:47]=[CH:46][C:45]=5[O:40][CH2:41][CH2:42]4)[CH:22]=3)[N:17]([CH3:28])[CH:16]=2)=[O:14])=[CH:9][CH:8]=1 |f:6.7|. Procedure details: Methanesulfonyl chloride (0.10 mL) is added to a cold (0° C.) solution of N-(4-chlorobenzyl)-6-(hydroxymethyl)-1-methyl-4-oxo-1,4-dihydro-3-quinolinecarboxamide (0.41 g) from Preparation No. 10, DMAP (0.030 g), and 2,4,6-collidine (0.19 mL) in anhydrous DMF (15 mL). The mixture is stirred at room temperature for 12 h and then benzomorpholine (1.60 g) from above is added. The reaction mixture is stirred at room temperature for 2 h and is then heated to 65° C. overnight. The mixture is cooled to r... Reactants: N1C=CC=C1 (Pyrrole), [H-].[Na+] (sodium hydride), BrC1=CC=C(C=C1)S(=O)(=O)Cl (4-Bromobenzene sulfonyl chloride). Run in C1CCOC1 (THF), C1CCOC1 (THF). Reaction conditions: time 8 hour. Product: BrC1=CC=C(C=C1)S(=O)(=O)N1C=CC=C1 (1-[(4-bromophenyl)sulfonyl]-1H-pyrrole). Isolated yield 15.7%. As a reaction SMILES: [NH:1]1[CH:5]=[CH:4][CH:3]=[CH:2]1.[H-].[Na+].[Br:8][C:9]1[CH:14]=[CH:13][C:12]([S:15](Cl)(=[O:17])=[O:16])=[CH:11][CH:10]=1>C1COCC1>[Br:8][C:9]1[CH:14]=[CH:13][C:12]([S:15]([N:1]2[CH:5]=[CH:4][CH:3]=[CH:2]2)(=[O:17])=[O:16])=[CH:11][CH:10]=1 |f:1.2|. Reported procedure: Pyrrole (1.05 mL, 15.0 mmol) was added to a slurry of sodium hydride (0.71 g, 60% in mineral oil, 17.8 mmol) in dry THF (10 mL) at room temperature. 4-Bromobenzene sulfonyl chloride (1.5 g, 6.0 mmol) dissolved in dry THF (5 mL) was added dropwise. The reaction mixture was stirred overnight. The reaction was quenched with saturated ammonium chloride and diluted with ethyl acetate. The layers were separated and the organic layer was washed with water and brine. The organic layer was dried over anh... Reactants: CC(=O)Cl, O=[N+]([O-])c1cc[n+]([O-])cc1O. Yields the product [O-][n+]1ccc(Cl)c(O)c1. RXN SMILES: [CH3:12][C:13]([Cl:14])=[O:15].[N+:1]([O-:2])(=[O:3])[c:4]1[c:5]([OH:11])[cH:6][n+:7]([O-:10])[cH:8][cH:9]1>>[c:4]1([Cl:14])[c:5]([OH:11])[cH:6][n+:7]([O-:10])[cH:8][cH:9]1. The reactants are ClC1=C(C(=CC=C1)Cl)CC[B-](F)(F)F.[K+] (potassium[2-(2,6-dichlorophenyl)ethyl]trifluoroborate), [O-]P(=O)([O-])[O-].[K+].[K+].[K+] (potassium phosphate tribasic), C(C1=CC=CC=C1)N1CCOC(C1)C1=CC=C(C=C1)Br (4-benzyl-6-(4-bromo-phenyl)-morpholine), C1(CCCCC1)P(C1=C(C=CC=C1)C1=C(C=CC=C1OC(C)C)OC(C)C)C1CCCCC1 (2-dicyclohexylphosphino-2′,6′-diisopropoxy-1,1′-biphenyl). The reagents and catalysts are C(C)(=O)[O-].[Pd+2].C(C)(=O)[O-] (palladium(II) acetate). Solvent: C1(=CC=CC=C1)C (toluene), O (water). The product is C(C1=CC=CC=C1)N1CC(OCC1)C1=CC=C(C=C1)CCC1=C(C=CC=C1Cl)Cl (4-benzyl-2-{4-[2-(2,6-dichloro-phenyl)-ethyl]-phenyl}-morpholine). Isolated yield 54.7%. RXN SMILES: [Cl:1][C:2]1[CH:7]=[CH:6][CH:5]=[C:4]([Cl:8])[C:3]=1[CH2:9][CH2:10][B-](F)(F)F.[K+].[O-]P([O-])([O-])=O.[K+].[K+].[K+].[CH2:24]([N:31]1[CH2:36][CH:35]([C:37]2[CH:42]=[CH:41][C:40](Br)=[CH:39][CH:38]=2)[O:34][CH2:33][CH2:32]1)[C:25]1[CH:30]=[CH:29][CH:28]=[CH:27][CH:26]=1.C1(P(C2CCCCC2)C2C=CC=CC=2C2C(OC(C)C)=CC=CC=2OC(C)C)CCCCC1>C1(C)C=CC=CC=1.O.C([O-])(=O)C.[Pd+2].C([O-])(=O)C>[CH2:24]([N:31]1[CH2:32][CH2:33][O:34][CH:35]([C:37]2[CH:42]=[CH:41][C:40]([CH2:10][CH2:9][C:3]3[C:2]([Cl:1])=[CH:7][CH:6]=[CH:5][C:4]=3[Cl:8])=[CH:39][CH:38]=2)[CH2:36]1)[C:25]1[CH:26]=[CH:27][CH:28]=[CH:29][CH:30]=1 |f:0.1,2.3.4.5,10.11.12|. Procedure: To a degassed solution of potassium[2-(2,6-dichlorophenyl)ethyl]trifluoroborate (0.28 g; 1 mmol) and potassium phosphate tribasic (0.58 g; 2.7 mmol) in toluene (20 mL) and water (4 mL) was added 4-benzyl-6-(4-bromo-phenyl)-morpholine (0.30 g; 0.90 mmol), palladium(II) acetate (6.1 mg; 0.03 mmol), and 2-dicyclohexylphosphino-2′,6′-diisopropoxy-1,1′-biphenyl (25.3 mg; 0.05 mmol). The resulting mixture was heated under reflux, overnight. After cooling to RT, the mixture was concentrated in vacuo an... Reactants: CN1CCCC1=O, CC(N)C1CCCCC1, Clc1nnc(-c2ccccc2)c2ccccc12, [Na+], [OH-]. Product: CC(Nc1nnc(-c2ccccc2)c2ccccc12)C1CCCCC1. Reaction SMILES: [CH3:29][N:30]1[CH2:31][CH2:32][CH2:33][C:34]1=[O:35].[CH:18]1([CH:24]([CH3:25])[NH2:26])[CH2:19][CH2:20][CH2:21][CH2:22][CH2:23]1.[Cl:1][c:2]1[n:3][n:4][c:5](-[c:12]2[cH:13][cH:14][cH:15][cH:16][cH:17]2)[c:6]2[cH:7][cH:8][cH:9][cH:10][c:11]12.[Na+:28].[OH-:27]>>[c:2]1([NH:26][CH:24]([CH:18]2[CH2:19][CH2:20][CH2:21][CH2:22][CH2:23]2)[CH3:25])[n:3][n:4][c:5](-[c:12]2[cH:13][cH:14][cH:15][cH:16][cH:17]2)[c:6]2[cH:7][cH:8][cH:9][cH:10][c:11]12. Starting materials: FC1=C(C=CC(=C1)S(=O)(=O)C)C=1OC2=C(N1)C=CC(=C2)C2=CCN(CC2)C(=O)OC(C)(C)C (Tert-butyl 4-{2-[2-fluoro-4-(methylsulfonyl)phenyl]benzo[d]oxazol-6-yl}-5,6-dihydropyridine-1(2H)-carboxylate), OCC1(O)[C@H](O)[C@H](O)[C@H](O)CO1 (Psi). Reagents/catalysts: [Pd] (Pd/C). Solvent: CO (MeOH). The product is FC1=C(C=CC(=C1)S(=O)(=O)C)C=1OC2=C(N1)C=CC(=C2)C2CCN(CC2)C(=O)OC(C)(C)C (Tert-butyl 4-{2-[2-fluoro-4-(methylsulfonyl)phenyl]benzo[d]oxazol-6-yl}piperidine-1-carboxylate). Isolated yield 34.5%. RXN SMILES: [F:1][C:2]1[CH:7]=[C:6]([S:8]([CH3:11])(=[O:10])=[O:9])[CH:5]=[CH:4][C:3]=1[C:12]1[O:13][C:14]2[CH:20]=[C:19]([C:21]3[CH2:26][CH2:25][N:24]([C:27]([O:29][C:30]([CH3:33])([CH3:32])[CH3:31])=[O:28])[CH2:23][CH:22]=3)[CH:18]=[CH:17][C:15]=2[N:16]=1.OCC1(OC[C@@H](O)[C@@H](O)[C@H]1O)O>CO.[Pd]>[F:1][C:2]1[CH:7]=[C:6]([S:8]([CH3:11])(=[O:9])=[O:10])[CH:5]=[CH:4][C:3]=1[C:12]1[O:13][C:14]2[CH:20]=[C:19]([CH:21]3[CH2:22][CH2:23][N:24]([C:27]([O:29][C:30]([CH3:33])([CH3:32])[CH3:31])=[O:28])[CH2:25][CH2:26]3)[CH:18]=[CH:17][C:15]=2[N:16]=1. Procedure: Following the general procedure-1 Tert-butyl 4-{2-[2-fluoro-4-(methylsulfonyl)phenyl]benzo[d]oxazol-6-yl}-5,6-dihydropyridine-1(2H)-carboxylate (35 mg) obtained from intermediate 41 (400 mg, 0.96 mmol) and tert-butyl 4-(trifluoromethylsulfonyloxy)-5,6-dihydropyridine-1(2H)-carboxylate (318 mg, 0.961 mmol). Tert-butyl 4-{2-[2-fluoro-4-(methylsulfonyl)phenyl]benzo[d]oxazol-6-yl}-5,6-dihydropyridine-1(2H)-carboxylate (50 mg, 0.11 mmol) dissolved in MeOH and added Pd/C (30 mg). This mixture was stir...